This data is from the Open Reaction Database (ORD), a public repository of structured organic reaction records. The task is: describe an organic reaction: reactants, conditions, products, and yield Reaction SMILES: C(OC(=O)[N:7]([CH2:11][C:12](=[O:14])[NH2:13])[CH:8]([CH3:10])[CH3:9])(C)(C)C.[ClH:16].C(OCC)C>O1CCOCC1>[ClH:16].[CH:8]([NH:7][CH2:11][C:12]([NH2:13])=[O:14])([CH3:10])[CH3:9] |f:4.5|. The solvent is O1CCOCC1 (1,4-dioxane), O1CCOCC1 (1,4-dioxane). Isolated yield 97.0%. Yields the product Cl.C(C)(C)NCC(=O)N (2-isopropylaminoacetamide hydrochloride). Conditions: time 8 hour. Starting materials: C(C)(C)(C)OC(N(C(C)C)CC(N)=O)=O (N-carbamoylmethyl-N-isopropyl-carbamic acid t-butyl ester), Cl (hydrogen chloride), C(C)OCC (diethyl ether). Procedure details: To a solution of N-carbamoylmethyl-N-isopropyl-carbamic acid t-butyl ester (2.67 g, 12.3 mmol) (obtained as described in Reference Example 49(1)) in 1,4-dioxane (30 ml) was added a solution of 4N hydrogen chloride in 1,4-dioxane (30 ml) in an ice bath, and then the mixture was stirred at room temperature overnight. After checking the completion of the reaction, diethyl ether was added thereto and the reaction mixture was stirred for 30 minutes. The resulting mixture was filtered, and the residue...